From a dataset of the Open Reaction Database (ORD), a public repository of structured organic reaction records. describe an organic reaction: reactants, conditions, products, and yield The reactants are 201, CC(CC(C)=O)(C)NC(CCOC)=O (N-(1,1-dimethyl-3-oxobutyl)-3-methoxypropionamide), N1CCCCC1 (piperidine), Cl(=O)(=O)(=O)[O-].C[NH2+]C (dimethylammonium perchlorate). Reagents/catalysts: [Pt]=O (platinum oxide). Yields the product desired product, CC(CC(C)N1CCCCC1)(C)NC(CCOC)=O (N-(1,1-dimethyl-3-piperidinobutyl)-3-methoxypropionamide). Reaction SMILES: [CH3:1][C:2]([NH:8][C:9](=[O:14])[CH2:10][CH2:11][O:12][CH3:13])([CH3:7])[CH2:3][C:4](=O)[CH3:5].[NH:15]1[CH2:20][CH2:19][CH2:18][CH2:17][CH2:16]1.Cl([O-])(=O)(=O)=O.C[NH2+]C>[Pt]=O>[CH3:1][C:2]([NH:8][C:9](=[O:14])[CH2:10][CH2:11][O:12][CH3:13])([CH3:7])[CH2:3][CH:4]([N:15]1[CH2:20][CH2:19][CH2:18][CH2:17][CH2:16]1)[CH3:5] |f:2.3|. Reported procedure: Following the procedure of Example 4, a mixture of 201 parts (1 mole) of N-(1,1-dimethyl-3-oxobutyl)-3-methoxypropionamide, 170 parts (2 moles) of piperidine, 0.5 part of platinum oxide and 1 part of dimethylammonium perchlorate is hydrogenated in the Parr apparatus, starting at a pressure of 70 psi. and recharging when the pressure has reached 39 psi. After workup as described in Example 4, the desired product, N-(1,1-dimethyl-3-piperidinobutyl)-3-methoxypropionamide, is obtained boiling at 112... Starting materials: CCOC(=O)CBr, O=C([O-])O, CC(C)(C)OC(=O)N1CCC(=O)CC1, C1CCOC1, CCOC(C)=O, I, [Na+], [Zn]. The product is CCOC(=O)CC1(O)CCN(C(=O)OC(C)(C)C)CC1. Reaction SMILES: [Br:2][CH2:3][C:4](=[O:5])[O:6][CH2:7][CH3:8].[C:23](=[O:24])([OH:25])[O-:26].[C:9](=[O:10])([O:11][C:12]([CH3:13])([CH3:14])[CH3:15])[N:16]1[CH2:17][CH2:18][C:19](=[O:22])[CH2:20][CH2:21]1.[CH2:28]1[O:29][CH2:30][CH2:31][CH2:32]1.[CH3:34][CH2:35][O:36][C:37](=[O:38])[CH3:39].[I:1].[Na+:27].[Zn:33]>>[CH2:3]([C:4](=[O:5])[O:6][CH2:7][CH3:8])[C:19]1([OH:22])[CH2:18][CH2:17][N:16]([C:9](=[O:10])[O:11][C:12]([CH3:13])([CH3:14])[CH3:15])[CH2:21][CH2:20]1. The reactants are C1(=CC=CC=C1)N1CCNCC1 (1-phenylpiperazine), C(C)(C)N(CC)C(C)C (diiso-propylethylamine), BrCCN1C(OC2=NC=CC=C21)=O (1-(2-bromoethyl)-1H-oxazolo [5,4-b]pyrdin-2-one). The solvent is C(C)#N (acetonitrile). Yields the product C1(=CC=CC=C1)N1CCN(CC1)CCN1C(OC2=NC=CC=C21)=O (1-[2-(4-Phenyl-1-Piperazinyl)Ethyl]-1H-Oxazolo[5,4-b]Pyridin-2-One). Reaction SMILES: [C:1]1([N:7]2[CH2:12][CH2:11][NH:10][CH2:9][CH2:8]2)[CH:6]=[CH:5][CH:4]=[CH:3][CH:2]=1.C(N(C(C)C)CC)(C)C.Br[CH2:23][CH2:24][N:25]1[C:33]2[C:28](=[N:29][CH:30]=[CH:31][CH:32]=2)[O:27][C:26]1=[O:34]>C(#N)C>[C:1]1([N:7]2[CH2:12][CH2:11][N:10]([CH2:23][CH2:24][N:25]3[C:33]4[C:28](=[N:29][CH:30]=[CH:31][CH:32]=4)[O:27][C:26]3=[O:34])[CH2:9][CH2:8]2)[CH:6]=[CH:5][CH:4]=[CH:3][CH:2]=1. Procedure: In a round-bottomed flask under an argon atmosphere, surmounted by a condenser, 2.43 g (15 mmol) of 1-phenylpiperazine and then 2.61 cm3 (15 mmol) of diiso-propylethylamine are added to a solution of 2.43 g (10 mmol) of 1-(2-bromoethyl)-1H-oxazolo [5,4-b]pyrdin-2-one in acetonitrile.